From a dataset of the Open Reaction Database (ORD), a public repository of structured organic reaction records. describe an organic reaction: reactants, conditions, products, and yield Reactants: [Br-], C1CCOC1, CCOC(=O)c1nc(Cl)c2ccccc2n1, Fc1ccc([Mg+])cc1. RXN SMILES: [Br-:17].[CH2:26]1[O:27][CH2:28][CH2:29][CH2:30]1.[Cl:1][c:2]1[n:3][c:4]([C:12]([O:14][CH2:13][CH3:15])=[O:16])[n:5][c:6]2[cH:7][cH:8][cH:9][cH:10][c:11]12.[F:18][c:19]1[cH:20][cH:21][c:22]([Mg+:25])[cH:23][cH:24]1>>[Cl:1][c:2]1[n:3][c:4]([C:12](=[O:14])[c:22]2[cH:21][cH:20][c:19]([F:18])[cH:24][cH:23]2)[n:5][c:6]2[cH:7][cH:8][cH:9][cH:10][c:11]12. The product is O=C(c1ccc(F)cc1)c1nc(Cl)c2ccccc2n1. Starting materials: COC(=C(C)C)O[Si](C)(C)C ((1-methoxy-2,2- dimethylethenyl)-oxytrimethylsilane), F[B-](F)(F)F.C1(=CC=CC=C1)[N+]#N (benzenediazonium tetrafluoroborate). Run in C(C)OCC (diethyl ether), N1=CC=CC=C1 (pyridine). Reaction conditions: temperature 0 celsius, time 2 hour. Yields the product CC(C(=O)OC)(C)N=NC1=CC=CC=C1 (methyl 2-methyl-2-phenylazopropionate). Yield: 90.0%. RXN SMILES: [CH3:1][O:2][C:3]([O:7][Si](C)(C)C)=[C:4]([CH3:6])[CH3:5].F[B-](F)(F)F.[C:17]1([N+:23]#[N:24])[CH:22]=[CH:21][CH:20]=[CH:19][CH:18]=1>N1C=CC=CC=1.C(OCC)C>[CH3:5][C:4]([N:24]=[N:23][C:17]1[CH:22]=[CH:21][CH:20]=[CH:19][CH:18]=1)([CH3:6])[C:3]([O:2][CH3:1])=[O:7] |f:1.2|. Procedure: 1.0 mmol of (1-methoxy-2,2- dimethylethenyl)-oxytrimethylsilane was placed in a 20-ml flask, followed by the addition of 3 ml of pyridine as a solvent. 1.3 mmol of benzenediazonium tetrafluoroborate was added to the flask. The obtained mixture was stirred at 0° C. in a nitrogen atmosphere for 2 hours. The reaction mixture was diluted with diethyl ether and washed with 1.5 N hydrochloric acid, water and a saturated aqueous solution of common salt successively. The obtained organic phase was dried... The reactants are COC(=O)c1cc([N+](=O)[O-])c(OC(=S)N(C)C)c(F)c1F, Cl, Cc1ccccc1N. The product is COC(=O)c1cc([N+](=O)[O-])c(OC(=S)N(C)C)c(F)c1Nc1ccccc1C. As a reaction SMILES: [CH3:1][O:2][C:3]([c:4]1[c:5]([F:20])[c:6]([F:19])[c:7]([O:13][C:14]([N:15]([CH3:16])[CH3:17])=[S:18])[c:8]([N+:10](=[O:11])[O-:12])[cH:9]1)=[O:21].[ClH:22].[NH2:23][c:24]1[c:25]([CH3:30])[cH:26][cH:27][cH:28][cH:29]1>>[CH3:1][O:2][C:3]([c:4]1[c:5]([NH:23][c:24]2[c:25]([CH3:30])[cH:26][cH:27][cH:28][cH:29]2)[c:6]([F:19])[c:7]([O:13][C:14]([N:15]([CH3:16])[CH3:17])=[S:18])[c:8]([N+:10](=[O:11])[O-:12])[cH:9]1)=[O:21]. Reactants: CO, CCOC(C)=O, CCCc1c(CCl)nc2ccc(Cl)cn12, ClCCl, Fc1cccc(-c2ncc[nH]2)c1. Product: CCCc1c(Cn2ccnc2-c2cccc(F)c2)nc2ccc(Cl)cn12. Reaction SMILES: [CH3:28][OH:29].[CH3:33][CH2:34][O:35][C:36]([CH3:37])=[O:38].[Cl:13][CH2:14][c:15]1[n:16][c:17]2[n:18]([cH:19][c:20]([Cl:23])[cH:21][cH:22]2)[c:24]1[CH2:25][CH2:26][CH3:27].[Cl:30][CH2:31][Cl:32].[F:1][c:2]1[cH:3][c:4](-[c:8]2[nH:9][cH:10][cH:11][n:12]2)[cH:5][cH:6][cH:7]1>>[F:1][c:2]1[cH:3][c:4](-[c:8]2[n:9][cH:10][cH:11][n:12]2[CH2:14][c:15]2[n:16][c:17]3[n:18]([cH:19][c:20]([Cl:23])[cH:21][cH:22]3)[c:24]2[CH2:25][CH2:26][CH3:27])[cH:5][cH:6][cH:7]1. Starting materials: FC=1C=C(C=O)C=CC1 (3-fluorobenzaldehyde), [N+](=O)([O-])C(C)O (nitroethanol), FC=1C=C(C=CC1)C(C(CO)[N+](=O)[O-])O (1-(3-fluorophenyl)-2-nitro-1,3-propanediol), C(C)(=O)Cl (acetyl chloride), C(C)(=O)OC(C)=O (acetic anhydride), ice. Reagents/catalysts: C(C)N(CC)CC (triethylamine). Run at time 1 hour. The product is FC=1C=C(C=CC1)C(C(COC(C)=O)[N+](=O)[O-])OC(C)=O (1-(3-fluorophenyl)-2-nitro-1,3-diacetoxypropane). The yield is 72.0%. As a reaction SMILES: FC1C=[C:4](C=CC=1)[CH:5]=[O:6].[N+]([CH:13]([OH:15])[CH3:14])([O-])=O.C(OC(=O)C)(=O)C.[F:23][C:24]1[CH:25]=[C:26]([CH:30]([OH:37])[CH:31]([N+:34]([O-:36])=[O:35])[CH2:32][OH:33])[CH:27]=[CH:28][CH:29]=1.C(Cl)(=O)C>C(N(CC)CC)C>[F:23][C:24]1[CH:25]=[C:26]([CH:30]([O:37][C:5](=[O:6])[CH3:4])[CH:31]([N+:34]([O-:36])=[O:35])[CH2:32][O:33][C:13](=[O:15])[CH3:14])[CH:27]=[CH:28][CH:29]=1. Procedure details: 0.5 ml of triethylamine catalyst are added to a mixture of 6.0 g (0.05 moles) of 3-fluorobenzaldehyde and 4.5 g (0.05 moles) of nitroethanol. The mixture is stirred for one hour and then allowed to stand at 0° C. for 72 hours. 15 g (0.15 moles) of acetic anhydride are added under stirring to the resulting crude 1-(3-fluorophenyl)-2-nitro-1,3-propanediol, and then 2 ml of acetyl chloride are added dropwise to the mixture. The mixture is stirred at 50° C. for 2 hours and then poured onto 100 g of ... Solvent: C1(=CC=CC=C1)C (toluene), O1CCCC1 (tetrahydrofuran). The product is N=1NN=NC1C=1C=C2C(=NNC2=CC1)C1=CSC=C1 (3-(5-(2H-1,2,3,4-Tetrazol-5-yl)-1H-indazol-3-yl)thiophene), hexanes. Reported procedure: The title compound was prepared from 1-perhydro-2H-pyran-2-yl-3-(3-thienyl)-1H-indazole-5-carbonitrile (0.233 g, 0.75 mmol), azidotributyl tin (0.375 g, 0.3 10 mL, 1.13 mmol) in toluene (10 mL) as described for the preparation of Example 167. Deprotection was effected by treating a dioxane solution (5 mL) with 5 mL of 6.0N aqueous solution of hydrogen chloride. The solid obtained upon completion of the reaction was partially dissolved in 3 mL of tetrahydrofuran and was precipitated out by adding... Reactants: O1CCOCC1 (dioxane), aqueous solution, Cl (hydrogen chloride), O1C(CCCC1)N1N=C(C2=CC(=CC=C12)C#N)C1=CSC=C1 (1-perhydro-2H-pyran-2-yl-3-(3-thienyl)-1H-indazole-5-carbonitrile), N(=[N+]=[N-])[Sn](CCCC)(CCCC)CCCC (azidotributyl tin). Reaction SMILES: O1CCCCC1[N:7]1[C:15]2[C:10](=[CH:11][C:12]([C:16]#[N:17])=[CH:13][CH:14]=2)[C:9]([C:18]2[CH:22]=[CH:21][S:20][CH:19]=2)=[N:8]1.[N:23]([Sn](CCCC)(CCCC)CCCC)=[N+:24]=[N-:25].O1CCOCC1.Cl>C1(C)C=CC=CC=1.O1CCCC1>[N:23]1[NH:24][N:25]=[N:17][C:16]=1[C:12]1[CH:11]=[C:10]2[C:15](=[CH:14][CH:13]=1)[NH:7][N:8]=[C:9]2[C:18]1[CH:22]=[CH:21][S:20][CH:19]=1. Yield: 113.3%.